From a dataset of the Open Reaction Database (ORD), a public repository of structured organic reaction records. describe an organic reaction: reactants, conditions, products, and yield Reactants: ClCCl (dichloromethane), C(C1=CC=CC=C1)(=O)OCC1OCOC1COC(C1=CC=CC=C1)=O ((4RS,5SR)-4,5-bis(benzoyloxymethyl)-1,3-dioxolane), C(C)(=O)Br (acetyl bromide), ice water. The reagents and catalysts are [Br-].[Zn+2].[Br-] (zinc bromide). Product: C(C)(=O)OC(COC(C1=CC=CC=C1)=O)C(COC(C1=CC=CC=C1)=O)OCBr ((2RS,3SR)-2-acetoxy-3-bromomethoxy-1,4-dibenzoyloxybutane). As a reaction SMILES: [C:1]([O:9][CH2:10][CH:11]1[CH:15]([CH2:16][O:17][C:18](=[O:25])[C:19]2[CH:24]=[CH:23][CH:22]=[CH:21][CH:20]=2)[O:14][CH2:13][O:12]1)(=[O:8])[C:2]1[CH:7]=[CH:6][CH:5]=[CH:4][CH:3]=1.[C:26]([Br:29])(=[O:28])C.Cl[CH2:31]Cl>[Br-].[Zn+2].[Br-]>[C:13]([O:12][CH:11]([CH:15]([O:28][CH2:26][Br:29])[CH2:16][O:17][C:18](=[O:25])[C:19]1[CH:24]=[CH:23][CH:22]=[CH:21][CH:20]=1)[CH2:10][O:9][C:1](=[O:8])[C:2]1[CH:7]=[CH:6][CH:5]=[CH:4][CH:3]=1)(=[O:14])[CH3:31] |f:3.4.5|. Procedure details: 34.2 g of (4RS,5SR)-4,5-bis(benzoyloxymethyl)-1,3-dioxolane and acetyl bromide were mixed with stirring under cooling with ice. The mixture was further reacted with the addition of 1.0 g of zinc bromide. After dismantling the ice water bath, 50 ml of dichloromethane was added and reacted while stirring at room temperature. After the reaction for two hours, the insoluble matters were separated by filtration, and the filtrate was concentrated by evaporator at a low temperature (below room temperat... The reactants are FC1=C(C(=O)O)C=CC(=C1)I (2-fluoro-4-iodobenzoic acid), Cl.C1(CC1)C=1C(=NC=C(C1)C)N1CCNCC1 (1-(3-cyclopropyl-5-methylpyridin-2-yl)piperazine hydrochloride). The product is C1(CC1)C=1C(=NC=C(C1)C)N1CCN(CC1)C(=O)C1=C(C=C(C=C1)I)F ([4-(3-cyclopropyl-5-methylpyridin-2-yl)piperazin-1-yl](2-fluoro-4-iodophenyl)methanone). The yield is 89.8%. As a reaction SMILES: [F:1][C:2]1[CH:10]=[C:9]([I:11])[CH:8]=[CH:7][C:3]=1[C:4]([OH:6])=O.Cl.[CH:13]1([C:16]2[C:17]([N:23]3[CH2:28][CH2:27][NH:26][CH2:25][CH2:24]3)=[N:18][CH:19]=[C:20]([CH3:22])[CH:21]=2)[CH2:15][CH2:14]1>>[CH:13]1([C:16]2[C:17]([N:23]3[CH2:28][CH2:27][N:26]([C:4]([C:3]4[CH:7]=[CH:8][C:9]([I:11])=[CH:10][C:2]=4[F:1])=[O:6])[CH2:25][CH2:24]3)=[N:18][CH:19]=[C:20]([CH3:22])[CH:21]=2)[CH2:14][CH2:15]1 |f:1.2|. Procedure details: Using 2-fluoro-4-iodobenzoic acid (399 mg) and 1-(3-cyclopropyl-5-methylpyridin-2-yl)piperazine hydrochloride (381 mg) described in Preparation Example 85 and by the reaction and treatment in the same manner as in Preparation Example 111, the title compound (627 mg) was obtained. The product is BrC=1C(=NC=CC1)N1C[C@@H](N(CC1)C1=NC2=C(N1)C(=CC(=C2)C(F)(F)F)C2=CC(=C(C(=C2)F)F)F)C (2-[(2S)-4-(3-Bromopyridin-2-yl)-2-methylpiperazin-1-yl]-5-(trifluoromethyl)-7-(3,4,5-trifluorophenyl)-1H-benzoimidazole). Procedure details: The piperazine from step (a) above (51 mg, 0.2 mmol) reacted with 2-chloro-6-(trifluoromethyl)-4-(3,4,5-trifluorophenyl)-1H-benzoimidazole (53 mg, 0.15 mmol, Example 51b) under the conditions of Example 3c to give the title compound as a white amorphous solid. MS (ESI, pos. ion) m/z: 570 (M+1). Reaction SMILES: [Br:1][C:2]1[C:3]([N:8]2[CH2:13][CH2:12][NH:11][C@@H:10]([CH3:14])[CH2:9]2)=[N:4][CH:5]=[CH:6][CH:7]=1.Cl[C:16]1[NH:20][C:19]2[CH:21]=[C:22]([C:34]([F:37])([F:36])[F:35])[CH:23]=[C:24]([C:25]3[CH:30]=[C:29]([F:31])[C:28]([F:32])=[C:27]([F:33])[CH:26]=3)[C:18]=2[N:17]=1>>[Br:1][C:2]1[C:3]([N:8]2[CH2:13][CH2:12][N:11]([C:16]3[NH:17][C:18]4[C:24]([C:25]5[CH:26]=[C:27]([F:33])[C:28]([F:32])=[C:29]([F:31])[CH:30]=5)=[CH:23][C:22]([C:34]([F:37])([F:35])[F:36])=[CH:21][C:19]=4[N:20]=3)[C@@H:10]([CH3:14])[CH2:9]2)=[N:4][CH:5]=[CH:6][CH:7]=1. Starting materials: BrC=1C(=NC=CC1)N1C[C@@H](NCC1)C ((3S)-1-(3-Bromopyridin-2-yl)-3-methylpiperazine), ClC1=NC2=C(N1)C=C(C=C2C2=CC(=C(C(=C2)F)F)F)C(F)(F)F (2-chloro-6-(trifluoromethyl)-4-(3,4,5-trifluorophenyl)-1H-benzoimidazole).